Dataset: the Open Reaction Database (ORD), a public repository of structured organic reaction records. Task: describe an organic reaction: reactants, conditions, products, and yield The reactants are C1CCOC1, CC(=O)OC(C)=O, CCOCC, O=CO, O=CO, O=S(=O)(CC(NO)C1CCOCC1)N1CCN(c2ccc(OC(F)(F)C(F)F)cc2)CC1. The product is O=CN(O)C(CS(=O)(=O)N1CCN(c2ccc(OC(F)(F)C(F)F)cc2)CC1)C1CCOCC1. As a reaction SMILES: [CH2:33]1[CH2:35][CH2:34][CH2:36][O:37]1.[CH3:44][C:45]([O:46][C:47](=[O:48])[CH3:49])=[O:50].[CH3:51][CH2:52][O:53][CH2:54][CH3:55].[CH:38]([OH:39])=[O:40].[CH:41]([OH:42])=[O:43].[OH:1][NH:2][CH:3]([CH2:4][S:5](=[O:6])(=[O:7])[N:8]1[CH2:9][CH2:10][N:11]([c:14]2[cH:15][cH:16][c:17]([O:20][C:21]([CH:22]([F:23])[F:24])([F:25])[F:26])[cH:18][cH:19]2)[CH2:12][CH2:13]1)[CH:27]1[CH2:28][CH2:29][O:30][CH2:31][CH2:32]1>>[OH:1][N:2]([CH:3]([CH2:4][S:5](=[O:6])(=[O:7])[N:8]1[CH2:9][CH2:10][N:11]([c:14]2[cH:15][cH:16][c:17]([O:20][C:21]([CH:22]([F:23])[F:24])([F:25])[F:26])[cH:18][cH:19]2)[CH2:12][CH2:13]1)[CH:27]1[CH2:28][CH2:29][O:30][CH2:31][CH2:32]1)[CH:36]=[O:37]. Starting materials: C1(=CC=CC=C1)[Mg]Br (phenylmagnesium bromide), O1CCOC12CCC(CC2)C#N (1,4-dioxa-spiro[4.5]decane-8-carbonitrile), [OH-].[Na+] (NaOH), C[Li] (methyl lithium). The reagents and catalysts are CC([O-])C.[Ti+4].CC([O-])C.CC([O-])C.CC([O-])C (Titanium (IV) isopropoxide). Solvent: C(C)OCC (diethyl ether), C(C)OCC (diethyl ether), ice water. Conditions: time 30 minute. The product is O1CCOC12CCC(CC2)C(C)(C2=CC=CC=C2)N (1-(1,4-Dioxa-spiro[4.5]dec-8-yl)-1-phenyl-ethylamine). RXN SMILES: [C:1]1([Mg]Br)[CH:6]=[CH:5][CH:4]=[CH:3][CH:2]=1.[O:9]1[C:13]2([CH2:18][CH2:17][CH:16]([C:19]#[N:20])[CH2:15][CH2:14]2)[O:12][CH2:11][CH2:10]1.[CH3:21][Li].[OH-].[Na+]>C(OCC)C.CC(C)[O-].[Ti+4].CC(C)[O-].CC(C)[O-].CC(C)[O-]>[O:9]1[C:13]2([CH2:18][CH2:17][CH:16]([C:19]([NH2:20])([C:1]3[CH:6]=[CH:5][CH:4]=[CH:3][CH:2]=3)[CH3:21])[CH2:15][CH2:14]2)[O:12][CH2:11][CH2:10]1 |f:3.4,6.7.8.9.10|. Reported procedure: Under argon, phenylmagnesium bromide (3M) in diethyl ether (6.7 mL, 20 mmol) was added to a solution of 1,4-dioxa-spiro[4.5]decane-8-carbonitrile (3.34 g, 20 mmol) in diethyl ether (60 mL). The mixture was stirred for 30 minutes. Titanium (IV) isopropoxide (5.7 g, 20 mmol) was then added. After stirring for 5 min, methyl lithium (1.6 M in diethyl ether, 31.2 mL, 50 mmol) was added and the reaction was heated under reflux for 10 hours. After cooling in ice/water the brown mixture was treated caut... Reactants: C(C)(C)OB1OC(C(O1)(C)C)(C)C (2-isopropoxy-4,4,5,5-tetramethyl-1,3,2-dioxaborolane), C1CCOC1 (THF), Cl (HCl), [C-]#[C-].[Li+].[Li+] (lithium acetylide), [Li]CCCC (n-BuLi), C1CCOC1 (THF). Reaction conditions: temperature -78 celsius, time 2 hour. Yields the product CC1(OB(OC1(C)C)C#CC1=CC=CC=C1)C (4,4,5,5-tetramethyl-2-(phenylethynyl)-1,3,2-dioxaborolane). As a reaction SMILES: [Li][CH2:2][CH2:3][CH2:4][CH3:5].C(O[B:10]1[O:14][C:13]([CH3:16])([CH3:15])[C:12]([CH3:18])([CH3:17])[O:11]1)(C)C.[C-]#[C-].[Li+].[Li+].Cl.[CH2:24]1[CH2:28]O[CH2:26][CH2:25]1>>[CH3:16][C:13]1([CH3:15])[C:12]([CH3:17])([CH3:18])[O:11][B:10]([C:5]#[C:4][C:3]2[CH:2]=[CH:26][CH:25]=[CH:24][CH:28]=2)[O:14]1 |f:2.3.4|. Procedure details: To a stirred solution of IId′ (10 mL, 91 mmol) in dry THF (50 mL) at −78° C. was added n-BuLi (2.5 M in n-hexane, 40 mL, 100 mmol). Another flask was charged with 2-isopropoxy-4,4,5,5-tetramethyl-1,3,2-dioxaborolane (18.7 mL, 91 mmol) in dry THF (100 mL) under argon atmosphere, and the reaction mixture was cooled to −78° C. The lithium acetylide from the first flask, which was cooled to −78° C., was slowly added to the second by a double-ended needle. The mixture was stirred at −78° C. for 2 hou...